From a dataset of the Open Reaction Database (ORD), a public repository of structured organic reaction records. describe an organic reaction: reactants, conditions, products, and yield Starting materials: [Ag+], CCOC(=O)c1oc(-c2ccc(OC)cc2)nc1CBr, CN(C)C=O, O=C([O-])C(F)(F)F. Product: CCOC(=O)c1oc(-c2ccc(OC)cc2)nc1CO. RXN SMILES: [Ag+:33].[CH2:1]([CH3:2])[O:3][C:4](=[O:5])[c:6]1[c:7]([CH2:19][Br:20])[n:8][c:9](-[c:11]2[cH:12][cH:13][c:14]([O:17][CH3:18])[cH:15][cH:16]2)[o:10]1.[CH3:21][N:22]([CH3:23])[CH:25]=[O:24].[F:26][C:27]([F:28])([F:29])[C:30]([O-:31])=[O:32]>>[CH2:1]([CH3:2])[O:3][C:4](=[O:5])[c:6]1[c:7]([CH2:19][OH:24])[n:8][c:9](-[c:11]2[cH:12][cH:13][c:14]([O:17][CH3:18])[cH:15][cH:16]2)[o:10]1.